The task is: describe an organic reaction: reactants, conditions, products, and yield. This data is from the Open Reaction Database (ORD), a public repository of structured organic reaction records. Starting materials: C1CNC(CN2CCCC2)C1, O=C(O)c1ccc(S(=O)(=O)c2ccccc2)cc1. Yields the product O=C(c1ccc(S(=O)(=O)c2ccccc2)cc1)N1CCCC1CN1CCCC1. As a reaction SMILES: [NH:19]1[CH:20]([CH2:24][N:25]2[CH2:26][CH2:27][CH2:28][CH2:29]2)[CH2:21][CH2:22][CH2:23]1.[c:1]1([S:7](=[O:8])(=[O:9])[c:10]2[cH:11][cH:12][c:13]([C:14](=[O:15])[OH:16])[cH:17][cH:18]2)[cH:2][cH:3][cH:4][cH:5][cH:6]1>>[c:1]1([S:7](=[O:8])(=[O:9])[c:10]2[cH:11][cH:12][c:13]([C:14](=[O:16])[N:19]3[CH:20]([CH2:24][N:25]4[CH2:26][CH2:27][CH2:28][CH2:29]4)[CH2:21][CH2:22][CH2:23]3)[cH:17][cH:18]2)[cH:2][cH:3][cH:4][cH:5][cH:6]1. Run in C(C)#N (acetonitrile), resultant solution. The reactants are OC[C@H]1N(CCN(C1)C(=O)OCC1=CC=CC=C1)C(=O)OC(C)(C)C (4-Benzyl 1-tert-butyl (2S)-2-(hydroxymethyl)piperazine-1,4-dicarboxylate), Cl (HCl). The yield is 100.0%. Procedure details: 4-Benzyl 1-tert-butyl (2S)-2-(hydroxymethyl)piperazine-1,4-dicarboxylate (see WO 02/000631; 1.6 g, 4.6 mmol was dissolved in acetonitrile (25 mL) and to the resultant solution was added concentrated HCl (1 mL). The mixture was stirred at RT overnight and then the solvent was removed by evaporation. There was obtained 1.3 g (100%) of benzyl (3S)-3-(hydroxymethyl)piperazine-1-carboxylate hydrochloride as a colorless oil. 1H NMR (500 MHz, CD3OD): 3.1-3.4 (m, 5H), 3.7 (m, 1H), 3.8 (m, 1H), 4.2 (m, 2... Conditions: time 8 hour. Product: Cl.OC[C@@H]1CN(CCN1)C(=O)OCC1=CC=CC=C1 (benzyl (3S)-3-(hydroxymethyl)piperazine-1-carboxylate hydrochloride). As a reaction SMILES: [OH:1][CH2:2][C@@H:3]1[CH2:8][N:7]([C:9]([O:11][CH2:12][C:13]2[CH:18]=[CH:17][CH:16]=[CH:15][CH:14]=2)=[O:10])[CH2:6][CH2:5][N:4]1C(OC(C)(C)C)=O.[ClH:26]>C(#N)C>[ClH:26].[OH:1][CH2:2][C@H:3]1[NH:4][CH2:5][CH2:6][N:7]([C:9]([O:11][CH2:12][C:13]2[CH:18]=[CH:17][CH:16]=[CH:15][CH:14]=2)=[O:10])[CH2:8]1 |f:3.4|. Starting materials: COCCCCCCCCCCCC(=O)O, CI, CC#N, C[N+](C)(C)C, [OH-], O, O, O, O, O. Yields the product COCCCCCCCCCCCC(=O)OC. As a reaction SMILES: [CH3:12][O:13][CH2:14][CH2:15][CH2:16][CH2:17][CH2:18][CH2:19][CH2:20][CH2:21][CH2:22][CH2:23][CH2:24][C:25](=[O:26])[OH:27].[CH3:28][I:29].[CH3:30][C:31]#[N:32].[CH3:7][N+:8]([CH3:9])([CH3:10])[CH3:11].[OH-:6].[OH2:1].[OH2:2].[OH2:3].[OH2:4].[OH2:5]>>[CH3:12][O:13][CH2:14][CH2:15][CH2:16][CH2:17][CH2:18][CH2:19][CH2:20][CH2:21][CH2:22][CH2:23][CH2:24][C:25](=[O:26])[O:27][CH3:28]. The reactants are C(C)(=O)OCC (Ethyl acetate), BrC1=CC=C(C(=O)OC(C)(C)C)C=C1 (tert-butyl 4-bromobenzoate), N1CCNCC1 (piperazine), CC(C)([O-])C.[Na+] (sodium tert-butoxide). Reagents/catalysts: C(C)(=O)[O-].[Pd+2].C(C)(=O)[O-] (palladium acetate), C1=CC=C(C=C1)P(C2=CC=CC=C2)C3=C(C4=CC=CC=C4C=C3)C5=C(C=CC6=CC=CC=C65)P(C7=CC=CC=C7)C8=CC=CC=C8 ((S)-(−)-BINAP). Solvent: O (water), C1(=CC=CC=C1)C (toluene). The product is N1(CCNCC1)C1=CC=C(C(=O)OC(C)(C)C)C=C1 (tert-butyl 4-(piperazin-1-yl)benzoate). Yield: 77.0%. RXN SMILES: Br[C:2]1[CH:14]=[CH:13][C:5]([C:6]([O:8][C:9]([CH3:12])([CH3:11])[CH3:10])=[O:7])=[CH:4][CH:3]=1.[NH:15]1[CH2:20][CH2:19][NH:18][CH2:17][CH2:16]1.CC(C)([O-])C.[Na+].C(OCC)(=O)C>C1(C)C=CC=CC=1.C([O-])(=O)C.[Pd+2].C([O-])(=O)C.C1C=CC(P(C2C=CC3C(=CC=CC=3)C=2C2C3C(=CC=CC=3)C=CC=2P(C2C=CC=CC=2)C2C=CC=CC=2)C2C=CC=CC=2)=CC=1.O>[N:15]1([C:2]2[CH:14]=[CH:13][C:5]([C:6]([O:8][C:9]([CH3:12])([CH3:11])[CH3:10])=[O:7])=[CH:4][CH:3]=2)[CH2:20][CH2:19][NH:18][CH2:17][CH2:16]1 |f:2.3,6.7.8|. Procedure details: A mixture of tert-butyl 4-bromobenzoate (4.8 g, 18.8 mmol), piperazine (9.7 g, 0.11 mol), palladium acetate (85 mg, 0.38 mmol), (S)-(−)-BINAP (352 mg, 0.57 mmol), and sodium tert-butoxide (2.7 g, 28.2 mmol) in toluene (50 ml) was refluxed under a nitrogen atmosphere for 2 hours. Ethyl acetate and water were added to the reaction mixture and the insoluble substances were removed by filtration though Celite, and the filtrate was extracted with ethyl acetate. The extract was washed with brine, drie... Starting materials: Cl.COC([C@H](CC1=C(C=C(C=C1)Cl)Cl)N)=O ((S)-2-amino-3-(2,4-dichloro-phenyl)-propionic acid methyl ester hydrochloride), BrC1=CC(=C(C(=O)O)C=C1)NS(=O)(=O)C1=C(C=CC=C1F)F (4-bromo-2-(2,6-difluoro-benzenesulfonylamino)-benzoic acid), methyl ester. Product: BrC1=CC(=C(C(=O)NC(C(=O)O)CC2=C(C=C(C=C2)Cl)Cl)C=C1)NS(=O)(=O)C1=C(C=CC=C1F)F (2-[4-Bromo-2-(2,6-difluoro-benzenesulfonylamino)-benzoylamino]-3-(2,4-dichloro-phenyl)-propionic acid). Reaction SMILES: Cl.C[O:3][C:4](=[O:16])[C@@H:5]([NH2:15])[CH2:6][C:7]1[CH:12]=[CH:11][C:10]([Cl:13])=[CH:9][C:8]=1[Cl:14].[Br:17][C:18]1[CH:26]=[CH:25][C:21]([C:22](O)=[O:23])=[C:20]([NH:27][S:28]([C:31]2[C:36]([F:37])=[CH:35][CH:34]=[CH:33][C:32]=2[F:38])(=[O:30])=[O:29])[CH:19]=1>>[Br:17][C:18]1[CH:26]=[CH:25][C:21]([C:22]([NH:15][CH:5]([CH2:6][C:7]2[CH:12]=[CH:11][C:10]([Cl:13])=[CH:9][C:8]=2[Cl:14])[C:4]([OH:3])=[O:16])=[O:23])=[C:20]([NH:27][S:28]([C:31]2[C:32]([F:38])=[CH:33][CH:34]=[CH:35][C:36]=2[F:37])(=[O:30])=[O:29])[CH:19]=1 |f:0.1|. Reported procedure: 2-[4-Bromo-2-(2,6-difluoro-benzenesulfonylamino)-benzoylamino]-3-(2,4-dichloro-phenyl)-propionic acid. (S)-2-Amino-3-(2,4-dichloro-phenyl)-propionic acid was treated as in EXAMPLE 2, Part A, to produce (S)-2-amino-3-(2,4-dichloro-phenyl)-propionic acid methyl ester hydrochloride as a white solid. This ester was coupled with 4-bromo-2-(2,6-difluoro-benzenesulfonylamino)-benzoic acid as in EXAMPLE 1, Part C. The resulting methyl ester was hydrolyzed as in EXAMPLE 2, Part E, to afford title compoun... Reactants: Cl (HCl), C(C)(C)(C)OC(CN(CC(=O)OC(C)(C)C)S(=O)(=O)C1=CC=C2C(=CN=C(C2=C1)NC(=N)N)Cl)=O (N-[(4-chloro-1-guanidino-7-isoquinolinyl)sulphonyl]-N-(t-butoxycarbonylmethyl)glycine t-butyl ester). Solvent: O1CCOCC1 (dioxane). Run at temperature 23 celsius, time 18 hour. Product: Cl.C(=O)(O)CN(CC(=O)O)S(=O)(=O)C1=CC=C2C(=CN=C(C2=C1)NC(=N)N)Cl (N-(carboxymethyl)-N-[(4-chloro-1-guanidino-7-isoquinolinyl)sulphonyl]glycine hydrochloride). Yield: 149.4%. As a reaction SMILES: Cl.C([O:6][C:7](=[O:36])[CH2:8][N:9]([S:18]([C:21]1[CH:30]=[C:29]2[C:24]([C:25]([Cl:35])=[CH:26][N:27]=[C:28]2[NH:31][C:32]([NH2:34])=[NH:33])=[CH:23][CH:22]=1)(=[O:20])=[O:19])[CH2:10][C:11]([O:13]C(C)(C)C)=[O:12])(C)(C)C>O1CCOCC1>[ClH:35].[C:7]([CH2:8][N:9]([S:18]([C:21]1[CH:30]=[C:29]2[C:24]([C:25]([Cl:35])=[CH:26][N:27]=[C:28]2[NH:31][C:32]([NH2:34])=[NH:33])=[CH:23][CH:22]=1)(=[O:20])=[O:19])[CH2:10][C:11]([OH:13])=[O:12])([OH:36])=[O:6] |f:3.4|. Procedure details: A solution of HCl (3 mL, 2 M, 6 mmol) was added to a solution of N-[(4-chloro-1-guanidino-7-isoquinolinyl)sulphonyl]-N-(t-butoxycarbonylmethyl)glycine t-butyl ester (90 mg, 0.17 mmol) in dioxane (4.0 mL). The mixture was stirred at 23° C. for 18 h and then heated at 70 ° C. The solvents were evaporated in vacuo and the residue dried to give N-(carboxymethyl)-N-[(4-chloro-1-guanidino-7-isoquinolinyl)sulphonyl]glycine hydrochloride (61 mg, 0.127 mmol) as a white solid.